This data is from the Open Reaction Database (ORD), a public repository of structured organic reaction records. The task is: describe an organic reaction: reactants, conditions, products, and yield The reactants are C(C1=CC=CC=C1)OC(=O)NC(C(=O)C(C(=O)OC)NC\C=C\C)CC1=CN=CN1C(C1=CC=CC=C1)(C1=CC=CC=C1)C1=CC=CC=C1 (methyl 2-[2-[(benzyloxy)carbonyl]amino-3-(1-trityl-1H-5-imidazolyl)propanoyl][(E)-2-butenyl]aminoacetate), O1CCOCC1 (dioxane), [OH-].[Na+] (NaOH), Cl (HCl). The solvent is CO (MeOH), CCOC(=O)C.C1CCOC1 (EtOAc THF). Conditions: time 0.5 hour. Product: C(C1=CC=CC=C1)OC(=O)NC(C(=O)C(C(=O)O)NC\C=C\C)CC1=CN=CN1C(C1=CC=CC=C1)(C1=CC=CC=C1)C1=CC=CC=C1 (2-[2-[(Benzyloxy)carbonyl]amino-3-(1-trityl-1H-5-imidazolyl)propanoyl][(E)-2-butenyl]aminoacetic acid). The yield is 94.3%. Reaction SMILES: [CH2:1]([O:8][C:9]([NH:11][CH:12]([CH2:25][C:26]1[N:30]([C:31]([C:44]2[CH:49]=[CH:48][CH:47]=[CH:46][CH:45]=2)([C:38]2[CH:43]=[CH:42][CH:41]=[CH:40][CH:39]=2)[C:32]2[CH:37]=[CH:36][CH:35]=[CH:34][CH:33]=2)[CH:29]=[N:28][CH:27]=1)[C:13]([CH:15]([NH:20][CH2:21]/[CH:22]=[CH:23]/[CH3:24])[C:16]([O:18]C)=[O:17])=[O:14])=[O:10])[C:2]1[CH:7]=[CH:6][CH:5]=[CH:4][CH:3]=1.O1CCOCC1.[OH-].[Na+].Cl>CO.CCOC(C)=O.C1COCC1>[CH2:1]([O:8][C:9]([NH:11][CH:12]([CH2:25][C:26]1[N:30]([C:31]([C:32]2[CH:33]=[CH:34][CH:35]=[CH:36][CH:37]=2)([C:44]2[CH:49]=[CH:48][CH:47]=[CH:46][CH:45]=2)[C:38]2[CH:39]=[CH:40][CH:41]=[CH:42][CH:43]=2)[CH:29]=[N:28][CH:27]=1)[C:13]([CH:15]([NH:20][CH2:21]/[CH:22]=[CH:23]/[CH3:24])[C:16]([OH:18])=[O:17])=[O:14])=[O:10])[C:2]1[CH:7]=[CH:6][CH:5]=[CH:4][CH:3]=1 |f:2.3,6.7|. Procedure details: A solution of methyl 2-[2-[(benzyloxy)carbonyl]amino-3-(1-trityl-1H-5-imidazolyl)propanoyl][(E)-2-butenyl]aminoacetate (2.23 g, 3.4 mmol) in MeOH (20 mL )/dioxane (15 mL) was treated with 2 N NaOH (7.0 mL, 14.0 mmol) and stirred at room temperature for 0.5 hour. After adding 2 N HCl (7.0 mL, 14.0 mmol), the mixture was stripped to a solid. This was mixed with EtOAc/THF and filtered to remove NaCl. Removal of the solvent under reduced pressured left 2.06 g (94.5% yield) of the product as a white ... The reactants are CNCC(=O)O[K] (MeNHCH2CO2K), OS(=O)(=O)[O-].[K+] (KHSO4), C(C(C)C)NNC(=O)[C@H]1N(C[C@@H](C1)SCC1=CC=C(C=C1)OC)S(=O)(=O)C1=CC2=CC=CC=C2C=C1 ((2S,4R)-4-(4-Methoxy-benzylsulfanyl)-1-(naphthalene-2-sulfonyl)-pyrrolidine-2-carboxylic acid N′-isobutyl-hydrazide), C(C)N(C(C)C)C(C)C (N-ethyldiisopropylamine), C1(=CC=C(C=C1)S(=O)(=O)Cl)C (p-toluene sulfonyl chloride). The reagents and catalysts are CN(C)C=1C=CN=CC1 (DMAP). Run in C(Cl)Cl (CH2Cl2). Yields the product C(C(C)C)N(NC(=O)[C@H]1N(C[C@@H](C1)SCC1=CC=C(C=C1)OC)S(=O)(=O)C1=CC2=CC=CC=C2C=C1)S(=O)(=O)C1=CC=C(C=C1)C ((2S,4R)-4-(4-Methoxy-benzylsulfanyl)-1-(naphthalene-2-sulfonyl)-pyrrolidine-2-carboxylic acid N′-isobutyl-N′-(4-methyl-benzenesulfonyl)-hydrazide). The yield is 124.8%. As a reaction SMILES: [CH2:1]([NH:5][NH:6][C:7]([C@@H:9]1[CH2:13][C@@H:12]([S:14][CH2:15][C:16]2[CH:21]=[CH:20][C:19]([O:22][CH3:23])=[CH:18][CH:17]=2)[CH2:11][N:10]1[S:24]([C:27]1[CH:36]=[CH:35][C:34]2[C:29](=[CH:30][CH:31]=[CH:32][CH:33]=2)[CH:28]=1)(=[O:26])=[O:25])=[O:8])[CH:2]([CH3:4])[CH3:3].C(N(C(C)C)C(C)C)C.[C:46]1([CH3:56])[CH:51]=[CH:50][C:49]([S:52](Cl)(=[O:54])=[O:53])=[CH:48][CH:47]=1.CNCC(O[K])=O.OS([O-])(=O)=O.[K+]>C(Cl)Cl.CN(C1C=CN=CC=1)C>[CH2:1]([N:5]([S:52]([C:49]1[CH:50]=[CH:51][C:46]([CH3:56])=[CH:47][CH:48]=1)(=[O:54])=[O:53])[NH:6][C:7]([C@@H:9]1[CH2:13][C@@H:12]([S:14][CH2:15][C:16]2[CH:17]=[CH:18][C:19]([O:22][CH3:23])=[CH:20][CH:21]=2)[CH2:11][N:10]1[S:24]([C:27]1[CH:36]=[CH:35][C:34]2[C:29](=[CH:30][CH:31]=[CH:32][CH:33]=2)[CH:28]=1)(=[O:26])=[O:25])=[O:8])[CH:2]([CH3:4])[CH3:3] |f:4.5|. Procedure details: (step 3) 4.3 g (3.15 mmol) (2S,4R)-4-(4-Methoxy-benzylsulfanyl)-1-(naphthalene-2-sulfonyl)-pyrrolidine-2-carboxylic acid N′-isobutyl-hydrazide in 450 ml CH2Cl2 were treated with 5.6 ml (32.6 mmol, 4 eq) N-ethyldiisopropylamine, 3.1 g (16.3 mmol, 2 eq) p-toluene sulfonyl chloride and 100 mg (0.8 mmol, 0.1 eq) DMAP at 0° C. and was stirred at RT over night. 2.05 g (16.1 mmol, 2 eq) MeNHCH2CO2K were added and, the solution was stirred at RT for 1 h, 1M KHSO4 solution was added and, the phases were ... Reactants: N1=C(C=CC=C1)C1=NOC(=N1)C1=CC(=CC(=C1)O)C#N (3-(2-pyridyl)-5-(3-cyano-5-hydroxyphenyl)-1,2,4-oxadiazole), C([O-])([O-])=O.[K+].[K+] (potassium carbonate), ICC(F)(F)F (2-iodo-1,1,1-trifluoroethane). Solvent: CN(C=O)C (N,N-dimethylformamide), ClCCl (dichloromethane). Conditions: temperature 150 celsius. Yields the product N1=C(C=CC=C1)C1=NOC(=N1)C1=CC(=CC(=C1)OCC(F)(F)F)C#N (3-(2-pyridyl)-5-(3-cyano-5-(2,2,2-trifluoroethoxy)phenyl)-1,2,4-oxadiazole). Isolated yield 27.4%. As a reaction SMILES: [N:1]1[CH:6]=[CH:5][CH:4]=[CH:3][C:2]=1[C:7]1[N:11]=[C:10]([C:12]2[CH:17]=[C:16]([OH:18])[CH:15]=[C:14]([C:19]#[N:20])[CH:13]=2)[O:9][N:8]=1.C(=O)([O-])[O-].[K+].[K+].I[CH2:28][C:29]([F:32])([F:31])[F:30]>CN(C)C=O.ClCCl>[N:1]1[CH:6]=[CH:5][CH:4]=[CH:3][C:2]=1[C:7]1[N:11]=[C:10]([C:12]2[CH:17]=[C:16]([O:18][CH2:28][C:29]([F:32])([F:31])[F:30])[CH:15]=[C:14]([C:19]#[N:20])[CH:13]=2)[O:9][N:8]=1 |f:1.2.3|. Procedure details: A mixture of 3-(2-pyridyl)-5-(3-cyano-5-hydroxyphenyl)-1,2,4-oxadiazole (25 mg, 0.095 mmol), potassium carbonate (53 mg, 0.38 mmol) and 2-iodo-1,1,1-trifluoroethane (28 μL, 0.28 mmol) in N,N-dimethylformamide (1 mL) was heated in a sealed vial at 150° C. for 5 minutes hour. The reaction was cooled, diluted with dichloromethane, washed with water (3×) and saturated brine, filtered and concentrated. Silica gel chromatography of the residue using hexanes/ethyl acetate/dichlrormethane (3.5:0.5:4) af... Starting materials: [N-]1C=NC=C1.[Na+] (Sodium imidazolide), ClC1=CC=C(O1)C1SC(CN2C1=C1C(=C2C=2SC=C(N2)C)C(N(C(N1C)=O)C)=O)CO (racemic 10-(5-chlorofuran-2-yl)-8-(hydroxymethyl)-1,3-dimethyl-5-(4-methylthiazol-2-yl)-7,8-dihydro-1H-pyrimido[4′,5′:3,4]pyrrolo[2,1-c][1,4]thiazine-2,4(3H,10H)-dione), FC(S(=O)(=O)OS(=O)(=O)C(F)(F)F)(F)F (trifluoromethanesulfonic anhydride). Run in C(Cl)Cl (DCM), C(Cl)Cl (DCM). Run at time 30 minute. Product: N1(C=NC=C1)C[C@@H]1CN2C([C@H](S1)C=1OC(=CC1)Cl)=C1C(=C2C=2SC=C(N2)C)C(N(C(N1C)=O)C)=O ((8S,10S)-8-((1H-imidazol-1-yl)methyl)-10-(5-chlorofuran-2-yl)-1,3-dimethyl-5-(4-methylthiazol-2-yl)-7,8-dihydro-1H-pyrimido[4′,5′:3,4]pyrrolo[2,1-c][1,4]thiazine-2,4(3H,10H)-dione). RXN SMILES: [N-:1]1[CH:5]=[CH:4][N:3]=[CH:2]1.[Na+].[Cl:7][C:8]1[O:12][C:11]([CH:13]2[C:18]3=[C:19]4[N:31]([CH3:32])[C:30](=[O:33])[N:29]([CH3:34])[C:28](=[O:35])[C:20]4=[C:21]([C:22]4[S:23][CH:24]=[C:25]([CH3:27])[N:26]=4)[N:17]3[CH2:16][CH:15]([CH2:36]O)[S:14]2)=[CH:10][CH:9]=1.FC(F)(F)S(OS(C(F)(F)F)(=O)=O)(=O)=O>C(Cl)Cl>[N:1]1([CH2:36][C@H:15]2[S:14][C@H:13]([C:11]3[O:12][C:8]([Cl:7])=[CH:9][CH:10]=3)[C:18]3=[C:19]4[N:31]([CH3:32])[C:30](=[O:33])[N:29]([CH3:34])[C:28](=[O:35])[C:20]4=[C:21]([C:22]4[S:23][CH:24]=[C:25]([CH3:27])[N:26]=4)[N:17]3[CH2:16]2)[CH:5]=[CH:4][N:3]=[CH:2]1 |f:0.1|. Procedure details: Sodium imidazolide (86 mg, 0.960 mmol) was added to a solution of racemic 10-(5-chlorofuran-2-yl)-8-(hydroxymethyl)-1,3-dimethyl-5-(4-methylthiazol-2-yl)-7,8-dihydro-1H-pyrimido[4′,5′:3,4]pyrrolo[2,1-c][1,4]thiazine-2,4(3H,10H)-dione (115 mg, 0.240 mmol) (Example 17) in DCM (24 ml) at 0° C. The mixture was stirred for 30 minutes, then trifluoromethanesulfonic anhydride (0.049 ml, 0.288 mmol) was added dropwise. The mixture was warmed to room temperature and stirred for 3 hours. The mixture was d... Reactants: C[Mg]Br (methyl magnesiumbromide), C1(=CC=CC=C1)C.O1CCCC1 (toluene tetrahydrofuran), C(C)(=O)[C@H]1[C@@H](CCCC1)N(S(=O)(=O)C1=CC=C(C=C1)Cl)CC1=C(C=C(C=C1)C=1OC=CN1)F (N-((1R,2R)-2-acetylcyclohexyl)-4-chloro-N-(2-fluoro-4-(oxazol-2-yl)benzyl)benzenesulfonamide). Solvent: O1CCCC1 (tetrahydrofuran). Run at time 1 hour. Yields the product ClC1=CC=C(C=C1)S(=O)(=O)N([C@H]1[C@@H](CCCC1)C(C)(C)O)CC1=C(C=C(C=C1)C=1OC=CN1)F (4-chloro-N-(2-fluoro-4-(oxazol-2-yl)benzyl)-N-((1R,2R)-2-(2-hydroxypropan-2-yl)cyclohexyl)benzenesulfonamide). Isolated yield 13.0%. As a reaction SMILES: [C:1]([C@@H:4]1[CH2:9][CH2:8][CH2:7][CH2:6][C@H:5]1[N:10]([CH2:21][C:22]1[CH:27]=[CH:26][C:25]([C:28]2[O:29][CH:30]=[CH:31][N:32]=2)=[CH:24][C:23]=1[F:33])[S:11]([C:14]1[CH:19]=[CH:18][C:17]([Cl:20])=[CH:16][CH:15]=1)(=[O:13])=[O:12])(=[O:3])[CH3:2].[CH3:34][Mg]Br.C1(C)C=CC=CC=1.O1CCCC1>O1CCCC1>[Cl:20][C:17]1[CH:16]=[CH:15][C:14]([S:11]([N:10]([CH2:21][C:22]2[CH:27]=[CH:26][C:25]([C:28]3[O:29][CH:30]=[CH:31][N:32]=3)=[CH:24][C:23]=2[F:33])[C@@H:5]2[CH2:6][CH2:7][CH2:8][CH2:9][C@H:4]2[C:1]([OH:3])([CH3:34])[CH3:2])(=[O:13])=[O:12])=[CH:19][CH:18]=1 |f:2.3|. Reported procedure: N-((1R,2R)-2-acetylcyclohexyl)-4-chloro-N-(2-fluoro-4-(oxazol-2-yl)benzyl)benzenesulfonamide (150 mg, 0.31 mmol) was dissolved in tetrahydrofuran (5.0 mL) and a solution of 1.4M methyl magnesiumbromide in 3:1 toluene/tetrahydrofuran (2.0 mL, 2.8 mmol) was added. After 1 h, TLC indicated conversion to a new product. The reaction mixture was quenched with methanol followed by saturated aqueous ammonium chloride and extracted with ethyl acetate. The combined organics were dried over sodium sulfate,... Starting materials: C(C1=CC=CC=C1)OC(=O)N1CCN(CC1)C(=O)N1C2=C(C=CC3=C1C=CC=C3)C=CC=C2 (5-[4-(benzyloxycarbonyl)piperazinocarbonyl]-5H-dibenzo[b,f]azepine), Br.N1(CCNCC1)C(=O)N1C2=C(C=CC3=C1C=CC=C3)C=CC=C2 (5-(Piperazinocarbonyl)-5H-dibenzo-[b,f]azepine Hydrobromide), C1(CCCC(=O)O1)=O (glutaric anhydride). Product: C(=O)(O)CCCC(=O)N1CCN(CC1)C(=O)N1C2=C(C=CC3=C1C=CC=C3)C=CC=C2 (5-[4-(4-Carboxybutyryl)piperazinocarbonyl]-5H-dibenzo[b,f]azepine). As a reaction SMILES: C(O[C:9]([N:11]1[CH2:16][CH2:15][N:14]([C:17]([N:19]2[C:25]3[CH:26]=[CH:27][CH:28]=[CH:29][C:24]=3[CH:23]=[CH:22][C:21]3[CH:30]=[CH:31][CH:32]=[CH:33][C:20]2=3)=[O:18])[CH2:13][CH2:12]1)=[O:10])C1C=CC=CC=1.Br.N1(C(N2C3C=CC=CC=3C=CC3C=CC=CC2=3)=O)CCNCC1.C1(=O)[O:64][C:62](=[O:63])[CH2:61][CH2:60][CH2:59]1>>[C:62]([CH2:61][CH2:60][CH2:59][C:9]([N:11]1[CH2:12][CH2:13][N:14]([C:17]([N:19]2[C:20]3[CH:33]=[CH:32][CH:31]=[CH:30][C:21]=3[CH:22]=[CH:23][C:24]3[CH:29]=[CH:28][CH:27]=[CH:26][C:25]2=3)=[O:18])[CH2:15][CH2:16]1)=[O:10])([OH:64])=[O:63] |f:1.2|. Procedure: These materials were prepared using the procedures outlined in Steps 2 and 3 of Preparatory Example 2, except starting with 5-[4-(benzyloxycarbonyl)piperazinocarbonyl]-5H-dibenzo[b,f]azepine in place of the N-[3-(benzyloxycarbonylamino)propyl]carbamazepine in step 2, and thus the product 5-(Piperazinocarbonyl)-5H-dibenzo-[b,f]azepine Hydrobromide in place of the product of step 2, and glutaric anhydride in place of succinic anhydride in the procedures of step 3. The residue (2B) was crystallized... The reactants are [Na] (sodium), S1(NC(C2=C1C=CC=C2)=O)(=O)=O (1,2-benzisothiazol-3(2H)-one 1,1-dioxide), FC1=C(C(=C(C(=N1)F)F)F)F (pentafluoropyridine), C1COCCOCCOCCOCCO1 (15-Crown-5). Run in C(C)#N (acetonitrile), O (water). Run at time 3.5 hour. Yields the product FC1=NC(=C(C(=C1F)N1S(C2=C(C1=O)C=CC=C2)(=O)=O)F)F (2-(2,3,5,6-tetrafluoro-4-pyridyl)-1,2-benzisothiazol-3(2H)-one 1,1-dioxide). Yield: 77.0%. As a reaction SMILES: [Na].[S:2]1(=[O:13])(=[O:12])[C:6]2[CH:7]=[CH:8][CH:9]=[CH:10][C:5]=2[C:4](=[O:11])[NH:3]1.[F:14][C:15]1[N:20]=[C:19]([F:21])[C:18]([F:22])=[C:17](F)[C:16]=1[F:24].C1OCCOCCOCCOCCOC1>C(#N)C.O>[F:21][C:19]1[C:18]([F:22])=[C:17]([N:3]2[C:4](=[O:11])[C:5]3[CH:10]=[CH:9][CH:8]=[CH:7][C:6]=3[S:2]2(=[O:12])=[O:13])[C:16]([F:24])=[C:15]([F:14])[N:20]=1 |^1:0|. Reported procedure: A mixture of the sodium salt of 1,2-benzisothiazol-3(2H)-one 1,1-dioxide (0.81 g, 3.95 mmol), pentafluoropyridine (0.68 g, 4.0 mmol) and 15-Crown-5 (0.88 g, 4.0 mmol) in acetonitrile (15 ml) was heated to reflux for 6 hours, cooled, and the solvent evaporated in vacuo. The oily residue thus obtained was suspended in water and stirred for 3-4 hours. The solid which percipitated was collected by filtration and dried to afford 1.01 g (77%) of 2-(2,3,5,6-tetrafluoro-4-pyridyl)-1,2-benzisothiazol-3(2...